Dataset: the Open Reaction Database (ORD), a public repository of structured organic reaction records. Task: describe an organic reaction: reactants, conditions, products, and yield Starting materials: [BH4-].[Na+] (Sodium borohydride), CO (MeOH), COC(COC\C=C/CN1C(CCC[C@@H]1CCC(CC1=CC=CC=C1)=O)=O)=O ({(Z)-4-[(R)-2-oxo-6-(3-oxo-4-phenyl-butyl)-piperidin-1-yl]-but-2-enyloxy}-acetic acid methyl ester). Run in C(Cl)Cl (CH2Cl2). Run at time 30 minute. Yields the product COC(COC\C=C/CN1[C@H](CCCC1=O)CCC(CC1=CC=CC=C1)O)=O ({(Z)-4-[(R)-2-(3-Hydroxy-4-phenyl-butyl)-6-oxo-piperidin-1-yl]-but-2-enyloxy}-acetic Acid Methyl Ester). Isolated yield 86.4%. RXN SMILES: [BH4-].[Na+].CO.[CH3:5][O:6][C:7](=[O:32])[CH2:8][O:9][CH2:10]/[CH:11]=[CH:12]\[CH2:13][N:14]1[C@@H:19]([CH2:20][CH2:21][C:22](=[O:30])[CH2:23][C:24]2[CH:29]=[CH:28][CH:27]=[CH:26][CH:25]=2)[CH2:18][CH2:17][CH2:16][C:15]1=[O:31]>C(Cl)Cl>[CH3:5][O:6][C:7](=[O:32])[CH2:8][O:9][CH2:10]/[CH:11]=[CH:12]\[CH2:13][N:14]1[C:15](=[O:31])[CH2:16][CH2:17][CH2:18][C@@H:19]1[CH2:20][CH2:21][CH:22]([OH:30])[CH2:23][C:24]1[CH:29]=[CH:28][CH:27]=[CH:26][CH:25]=1 |f:0.1|. Reported procedure: Sodium borohydride (2 mg, 0.053 mmol), followed by MeOH (0.15 mL), was added to a solution of {(Z)-4-[(R)-2-oxo-6-(3-oxo-4-phenyl-butyl)-piperidin-1-yl]-but-2-enyloxy}-acetic acid methyl ester (11.5 mg, 0.030 mmol) in CH2Cl2 (0.5 mL) at 0° C. The mixture was allowed to warm to rt. After 30 min at rt, the reaction was quenched with aqueous HCl (0.5 M) and extracted with EtOAc (3×7 mL). The combined organic phase was dried (Na2SO4), filtered and concentrated in vacuo to afford 10.1 mg (87%) of the... The reactants are FC(OC1=CC=C(C=O)C=C1)(F)F (4-Trifluoromethoxybenzaldehyde), C(Br)(Br)Br (bromoform), CO.O1CCOCC1 (methanol 1,4-dioxane), CO (methanol), [OH-].[K+] (potassium hydroxide). Run at time 22 hour. Yields the product COC(C(=O)O)C1=CC=C(C=C1)OC(F)(F)F (Methoxy(4-trifluoromethoxyphenyl)acetic acid). RXN SMILES: [F:1][C:2]([F:13])([F:12])[O:3][C:4]1[CH:11]=[CH:10][C:7](C=O)=[CH:6][CH:5]=1.C(Br)(Br)Br.C[OH:19].[OH-].[K+].CO.[O:24]1[CH2:29][CH2:28][O:27][CH2:26]C1>>[CH3:26][O:27][CH:28]([C:7]1[CH:6]=[CH:5][C:4]([O:3][C:2]([F:1])([F:12])[F:13])=[CH:11][CH:10]=1)[C:29]([OH:24])=[O:19] |f:3.4,5.6|. Procedure: 4-Trifluoromethoxybenzaldehyde (25.0 g) was dissolved in a 1:1 mixed solution of methanol/1,4-dioxane (500 mL), and bromoform (30.3 g) was added thereto under ice cooling. Subsequently, a methanol solution (150 mL) of potassium hydroxide (3.3 g) was added dropwise thereto, and the mixture was stirred for 22 hours at room temperature. After distilling off the solvent under reduced pressure, the residue was diluted with water. The mixture was acidified with 3 mol/L hydrochloric acid and extracted ... The reactants are BrC=1C=CC=2N(C1)C(=NN2)SC=2C=C1C=C(C=NC1=CC2)N2CCN(CC2)C (6-(6-bromo-[1,2,4]triazolo[4,3-a]pyridin-3-ylthio)-3-(4-methylpiperazin-1-yl)quinoline), N#N (N2), C(CCC)[Sn](C(=C)OCC)(CCCC)CCCC (tributyl(1-ethoxyvinyl)stannane). Reagents/catalysts: Cl[Pd]([P](C1=CC=CC=C1)(C2=CC=CC=C2)C3=CC=CC=C3)([P](C4=CC=CC=C4)(C5=CC=CC=C5)C6=CC=CC=C6)Cl (PdCl2(PPh3)2). The solvent is O1CCOCC1 (dioxane). Conditions: temperature 110 celsius, time 4 hour. Yields the product CN1CCN(CC1)C=1C=NC2=CC=C(C=C2C1)SC1=NN=C2N1C=C(C=C2)C(C)=O (1-(3-(3-(4-methylpiperazin-1-yl)quinolin-6-ylthio)-[1,2,4]triazolo[4,3-a]pyridin-6-yl)ethanone). As a reaction SMILES: Br[C:2]1[CH:3]=[CH:4][C:5]2[N:6]([C:8]([S:11][C:12]3[CH:13]=[C:14]4[C:19](=[CH:20][CH:21]=3)[N:18]=[CH:17][C:16]([N:22]3[CH2:27][CH2:26][N:25]([CH3:28])[CH2:24][CH2:23]3)=[CH:15]4)=[N:9][N:10]=2)[CH:7]=1.N#N.C([Sn](CCCC)(CCCC)[C:36]([O:38]CC)=[CH2:37])CCC>O1CCOCC1.Cl[Pd](Cl)([P](C1C=CC=CC=1)(C1C=CC=CC=1)C1C=CC=CC=1)[P](C1C=CC=CC=1)(C1C=CC=CC=1)C1C=CC=CC=1>[CH3:28][N:25]1[CH2:26][CH2:27][N:22]([C:16]2[CH:17]=[N:18][C:19]3[C:14]([CH:15]=2)=[CH:13][C:12]([S:11][C:8]2[N:6]4[CH:7]=[C:2]([C:36](=[O:38])[CH3:37])[CH:3]=[CH:4][C:5]4=[N:10][N:9]=2)=[CH:21][CH:20]=3)[CH2:23][CH2:24]1 |^1:57,76|. Procedure: A solution of (86.1) (80 mg, 0.176 mmol) and PdCl2(PPh3)2 (12.3 mg, 0.018 mmol) in dioxane (6 ml) was bubbled by N2 for 10 min, then tributyl(1-ethoxyvinyl)stannane (127 mg, 0.351 mmol) was added and the solution was heated at 110° C. under N2 for 3 hours in oil bath. The reaction mixture was quenched with KF solution and extracted with EtOAc for three times. The combined extract was washed with brine and dried over anhydrous Na2SO4. Solvent was evaporated and the crude was dissolved in MeOH (10... Reactants: O=C([O-])[O-], CN(C)C=O, Cl, Cl, CI, [K+], [K+], COc1cc2c(c3c1OC(C)(C)C3)C(c1cccc(NC(=O)CNC3CCNC3=O)c1)=NC(C)(C)C2. The product is COc1cc2c(c3c1OC(C)(C)C3)C(c1cccc(NC(=O)CN(C)C3CCNC3=O)c1)=NC(C)(C)C2. Reaction SMILES: [C:1](=[O:2])([O-:3])[O-:4].[CH3:47][N:48]([CH3:49])[CH:50]=[O:51].[ClH:10].[ClH:9].[I:7][CH3:8].[K+:5].[K+:6].[O:11]=[C:12]1[NH:13][CH2:14][CH2:15][CH:16]1[NH:17][CH2:18][C:19](=[O:20])[NH:21][c:22]1[cH:23][c:24]([C:28]2=[N:29][C:30]([CH3:45])([CH3:46])[CH2:31][c:32]3[cH:33][c:34]([O:43][CH3:44])[c:35]4[c:36]([c:37]32)[CH2:38][C:39]([CH3:41])([CH3:42])[O:40]4)[cH:25][cH:26][cH:27]1>>[CH3:1][N:17]([CH:16]1[C:12](=[O:11])[NH:13][CH2:14][CH2:15]1)[CH2:18][C:19](=[O:20])[NH:21][c:22]1[cH:23][c:24]([C:28]2=[N:29][C:30]([CH3:45])([CH3:46])[CH2:31][c:32]3[cH:33][c:34]([O:43][CH3:44])[c:35]4[c:36]([c:37]32)[CH2:38][C:39]([CH3:41])([CH3:42])[O:40]4)[cH:25][cH:26][cH:27]1. Starting materials: ClCCl, Cc1ccc(O)c(F)c1, O=[N+]([O-])O. Yields the product Cc1cc(F)c(O)c([N+](=O)[O-])c1. Reaction SMILES: [Cl:14][CH2:15][Cl:16].[F:1][c:2]1[c:3]([OH:9])[cH:4][cH:5][c:6]([CH3:8])[cH:7]1.[OH:10][N+:11]([O-:12])=[O:13]>>[F:1][c:2]1[c:3]([OH:9])[c:4]([N+:11](=[O:10])[O-:12])[cH:5][c:6]([CH3:8])[cH:7]1. Starting materials: ClC=1C(=NC=NC1Cl)N (5,6-dichloropyrimidin-4-amine), NCC1CCN(CC1)C(=O)OC(C)(C)C (tert-butyl 4-(aminomethyl)piperidine-1-carboxylate), FC=1C=C(OC2=CC=C(C=C2)B(O)O)C=CC1 ((4-(3-fluorophenoxy)phenyl)boronic acid), C(C=C)(=O)Cl (acryloyl chloride). Product: NC1=C(C(=NC=N1)NCC1CCN(CC1)C(C=C)=O)C1=CC=C(C=C1)OC1=CC(=CC=C1)F (1-(4-(((6-amino-5-(4-(3-fluorophenoxy)phenyl)pyrimidin-4-yl)amino)methyl)piperidin-1-yl)prop-2-en-1-one). RXN SMILES: Cl[C:2]1[C:3]([NH2:9])=[N:4][CH:5]=[N:6][C:7]=1Cl.[NH2:10][CH2:11][CH:12]1[CH2:17][CH2:16][N:15]([C:18]([O:20]C(C)(C)C)=O)[CH2:14][CH2:13]1.[F:25][C:26]1[CH:27]=[C:28]([CH:39]=[CH:40][CH:41]=1)[O:29][C:30]1[CH:35]=[CH:34][C:33](B(O)O)=[CH:32][CH:31]=1.[C:42](Cl)(=O)[CH:43]=C>>[NH2:9][C:3]1[N:4]=[CH:5][N:6]=[C:7]([NH:10][CH2:11][CH:12]2[CH2:13][CH2:14][N:15]([C:18](=[O:20])[CH:42]=[CH2:43])[CH2:16][CH2:17]2)[C:2]=1[C:33]1[CH:34]=[CH:35][C:30]([O:29][C:28]2[CH:39]=[CH:40][CH:41]=[C:26]([F:25])[CH:27]=2)=[CH:31][CH:32]=1. Procedure: 1-(4-(((6-amino-5-(4-(3-fluorophenoxy)phenyl)pyrimidin-4-yl)amino)methyl)piperidin-1-yl)prop-2-en-1-one was prepared from 5,6-dichloropyrimidin-4-amine, tert-butyl 4-(aminomethyl)piperidine-1-carboxylate, (4-(3-fluorophenoxy)phenyl)boronic acid, and acryloyl chloride using methods B, C, D, and E. HPLC purity: 100%. MS: m/z=448 [M+H]+. Reactants: N#CC1(NC(=O)C2CC(S(=O)(=O)c3ccccc3C(F)(F)F)CN2)CC1, O=C(O)C1CCCCC1, Cl. The product is N#CC1(NC(=O)C2CC(S(=O)(=O)c3ccccc3C(F)(F)F)CN2C(=O)C2CCCCC2)CC1. Reaction SMILES: [C:2](#[N:3])[C:4]1([NH:7][C:8](=[O:9])[CH:10]2[NH:11][CH2:12][CH:13]([S:15](=[O:16])(=[O:17])[c:18]3[c:19]([C:24]([F:25])([F:26])[F:27])[cH:20][cH:21][cH:22][cH:23]3)[CH2:14]2)[CH2:5][CH2:6]1.[CH:28]1([C:34](=[O:35])[OH:36])[CH2:29][CH2:30][CH2:31][CH2:32][CH2:33]1.[ClH:1]>>[C:2](#[N:3])[C:4]1([NH:7][C:8](=[O:9])[CH:10]2[N:11]([C:34]([CH:28]3[CH2:29][CH2:30][CH2:31][CH2:32][CH2:33]3)=[O:35])[CH2:12][CH:13]([S:15](=[O:16])(=[O:17])[c:18]3[c:19]([C:24]([F:25])([F:26])[F:27])[cH:20][cH:21][cH:22][cH:23]3)[CH2:14]2)[CH2:5][CH2:6]1.